Dataset: the Open Reaction Database (ORD), a public repository of structured organic reaction records. Task: describe an organic reaction: reactants, conditions, products, and yield Yields the product S1C(=CC=C1)S(=O)(=O)N1C[C@H](N(CC1)C1=CC=C(C=C1)[C@@](C(F)(F)F)(C)O)CN1CC(C1)O (1-(((2R)-4-(2-thiophenylsulfonyl)-1-(4-((1R)-2,2,2-trifluoro-1-hydroxy-1-methylethyl)phenyl)-2-piperazinyl)methyl)-3-azetidinol). The reactants are S1C(=CC=C1)S(=O)(=O)N1C[C@H](N(CC1)C1=CC=C(C=C1)[C@](C(F)(F)F)(C)O)CN1CC(C1)O (1-(((2R)-4-(2-thiophenylsulfonyl)-1-(4-((1S)-2,2,2-trifluoro-1-hydroxy-1-methylethyl)phenyl)-2-piperazinyl)methyl)-3-azetidinol), C=1N=C(C2=C(N1)N(C=N2)[C@H]3[C@@H]([C@@H]([C@H](O3)COP(=O)(O)OP(=O)(O)OC[C@@H]4[C@H]([C@H]([C@@H](O4)N5C=CCC(=C5)C(=O)N)O)O)O)OP(=O)(O)O)N (NADPH), S1C(=CC=C1)S(=O)(=O)N1C[C@@H](N(CC1)C1=CC=C(C=C1)[C@@](C(F)(F)F)(C)O)CN1CC(C1)O (1-(((2S)-4-(2-thiophenylsulfonyl)-1-(4-((1R)-2,2,2-trifluoro-1-hydroxy-1-methylethyl)phenyl)-2-piperazinyl)methyl)-3-azetidinol), S1C(=CC=C1)S(=O)(=O)N1C[C@@H](N(CC1)C1=CC=C(C=C1)[C@](C(F)(F)F)(C)O)CN1CC(C1)O (1-(((2S)-4-(2-thiophenylsulfonyl)-1-(4-((1S)-2,2,2-trifluoro-1-hydroxy-1-methylethyl)phenyl)-2-piperazinyl)methyl)-3-azetidinol). Reported procedure: 1-(((2R)-4-(2-thiophenylsulfonyl)-1-(4-((1S)-2,2,2-trifluoro-1-hydroxy-1-methylethyl)phenyl)-2-piperazinyl)methyl)-3-azetidinol; 1-(((2S)-4-(2-thiophenylsulfonyl)-1-(4-((1R)-2,2,2-trifluoro-1-hydroxy-1-methylethyl)phenyl)-2-piperazinyl)methyl)-3-azetidinol; 1-(((2S)-4-(2-thiophenylsulfonyl)-1-(4-((1S)-2,2,2-trifluoro-1-hydroxy-1-methylethyl)phenyl)-2-piperazinyl)methyl)-3-azetidinol. 1H NMR (400 MHz, DMSO-d6) δ 8.08-8.06 (m, 1H), 7.68-7.66 (m, 1H), 7.40-7.38 (d, J=9.2 Hz, 2H), 7.31-7.29 (m, 1H),... Reaction SMILES: [S:1]1[CH:5]=[CH:4][CH:3]=[C:2]1[S:6]([N:9]1[CH2:14][CH2:13][N:12]([C:15]2[CH:20]=[CH:19][C:18]([C@@:21]([OH:27])([CH3:26])[C:22]([F:25])([F:24])[F:23])=[CH:17][CH:16]=2)[C@H:11]([CH2:28][N:29]2[CH2:32][CH:31]([OH:33])[CH2:30]2)[CH2:10]1)(=[O:8])=[O:7].S1C=CC=C1S(N1CCN(C2C=CC([C@](O)(C)C(F)(F)F)=CC=2)[C@@H](CN2CC(O)C2)C1)(=O)=O.S1C=CC=C1S(N1CCN(C2C=CC([C@@](O)(C)C(F)(F)F)=CC=2)[C@@H](CN2CC(O)C2)C1)(=O)=O.C1N=C(N)C2N=CN([C@@H]3O[C@H](COP(OP(OC[C@H]4O[C@@H](N5C=C(C(N)=O)CC=C5)[C@H](O)[C@@H]4O)(O)=O)(O)=O)[C@@H](O)[C@H]3OP(O)(O)=O)C=2N=1>>[S:1]1[CH:5]=[CH:4][CH:3]=[C:2]1[S:6]([N:9]1[CH2:14][CH2:13][N:12]([C:15]2[CH:16]=[CH:17][C:18]([C@:21]([OH:27])([CH3:26])[C:22]([F:23])([F:24])[F:25])=[CH:19][CH:20]=2)[C@H:11]([CH2:28][N:29]2[CH2:32][CH:31]([OH:33])[CH2:30]2)[CH2:10]1)(=[O:7])=[O:8].